This data is from the Open Reaction Database (ORD), a public repository of structured organic reaction records. The task is: describe an organic reaction: reactants, conditions, products, and yield Reactants: O=C([O-])[O-], CB1OB(C)OB(C)O1, CCOC(C)=O, Cc1cc(Cl)ncc1[N+](=O)[O-], [K+], [K+], C1COCCO1, [Pd], c1ccc(P(c2ccccc2)c2ccccc2)cc1, c1ccc(P(c2ccccc2)c2ccccc2)cc1, c1ccc(P(c2ccccc2)c2ccccc2)cc1, c1ccc(P(c2ccccc2)c2ccccc2)cc1. Product: Cc1cc(C)c([N+](=O)[O-])cn1. Reaction SMILES: [C:21](=[O:22])([O-:23])[O-:24].[CH3:12][B:13]1[O:14][B:15]([CH3:16])[O:17][B:18]([CH3:19])[O:20]1.[CH3:27][CH2:28][O:29][C:30](=[O:31])[CH3:32].[Cl:1][c:2]1[n:3][cH:4][c:5]([N+:9](=[O:10])[O-:11])[c:6]([CH3:8])[cH:7]1.[K+:25].[K+:26].[O:33]1[CH2:34][CH2:35][O:36][CH2:37][CH2:38]1.[Pd:39].[c:40]1([P:41]([c:42]2[cH:43][cH:44][cH:45][cH:46][cH:47]2)[c:48]2[cH:49][cH:50][cH:51][cH:52][cH:53]2)[cH:54][cH:55][cH:56][cH:57][cH:58]1.[c:59]1([P:60]([c:61]2[cH:62][cH:63][cH:64][cH:65][cH:66]2)[c:67]2[cH:68][cH:69][cH:70][cH:71][cH:72]2)[cH:73][cH:74][cH:75][cH:76][cH:77]1.[c:78]1([P:79]([c:80]2[cH:81][cH:82][cH:83][cH:84][cH:85]2)[c:86]2[cH:87][cH:88][cH:89][cH:90][cH:91]2)[cH:92][cH:93][cH:94][cH:95][cH:96]1.[c:97]1([P:98]([c:99]2[cH:100][cH:101][cH:102][cH:103][cH:104]2)[c:105]2[cH:106][cH:107][cH:108][cH:109][cH:110]2)[cH:111][cH:112][cH:113][cH:114][cH:115]1>>[c:2]1([CH3:12])[n:3][cH:4][c:5]([N+:9](=[O:10])[O-:11])[c:6]([CH3:8])[cH:7]1. Reactants: C1COC2(CCC(CC2)=O)O1 (1,4-cyclohexane-dione monoethylene acetal), O (water), C[Si]([N-][Si](C)(C)C)(C)C.[Li+] (lithium hexamethyldisilazide), S1C=NC2=C1C=C(C=C2)C(=O)Cl (benzothiazole-6-carbonyl chloride). Run in C1CCOC1 (THF), C1CCOC1 (THF), C1CCOC1 (THF). Reaction conditions: temperature -78 celsius, time 20 minute. The product is S1C=NC2=C1C=C(C=C2)C(=O)C2CC1(OCCO1)CCC2=O (7-(Benzothiazole-6-carbonyl)-1,4-dioxa-spiro[4.5]decan-8-one). The yield is 35.6%. Reaction SMILES: C[Si](C)(C)[N-][Si](C)(C)C.[Li+].[CH2:11]1[O:21][C:14]2([CH2:19][CH2:18][C:17](=[O:20])[CH2:16][CH2:15]2)[O:13][CH2:12]1.[S:22]1[C:26]2[CH:27]=[C:28]([C:31](Cl)=[O:32])[CH:29]=[CH:30][C:25]=2[N:24]=[CH:23]1.O>C1COCC1>[S:22]1[C:26]2[CH:27]=[C:28]([C:31]([CH:18]3[C:17](=[O:20])[CH2:16][CH2:15][C:14]4([O:13][CH2:12][CH2:11][O:21]4)[CH2:19]3)=[O:32])[CH:29]=[CH:30][C:25]=2[N:24]=[CH:23]1 |f:0.1|. Procedure: Under a nitrogen atmosphere, lithium hexamethyldisilazide (2.4 mL, 2.4 mmol) was mixed with THF (5 mL). The reaction was cooled to −78° C. 1,4-cyclohexane-dione monoethylene acetal (374 mg, 2.4 mmol), dissolved in THF (2 mL) was slowly added via dropping funnel. The reaction was stirred for 20 min at −78° C. It was then cannulated to a flask, cooled at −78° C., containing benzothiazole-6-carbonyl chloride (498 mg, 2.52 mmol) dissolved in THF (5 mL). After the addition, the reaction was stirred a... The reactants are C(C)(=O)C1=CC=C(C(=N1)C1=CCC(CC1)(C)C)NC(=O)C=1NC(=CN1)C#N (5-cyano-1H-imidazole-2-carboxylic acid [6-acetyl-2-(4,4-dimethyl-cyclohex-1-enyl)-pyridin-3-yl]-amide), NCCO (2-aminoethanol). Yields the product CC1(CC=C(CC1)C1=NC(=CC=C1NC(=O)C=1NC=C(N1)C#N)C1(OCCN1)C)C (4-Cyano-1H-imidazole-2-carboxylic acid [2-(4,4-dimethyl-cyclohex-1-enyl)-6-(2-methyl-oxazolidin-2-yl)-pyridin-3-yl]-amide). Reaction SMILES: [C:1]([C:4]1[N:9]=[C:8]([C:10]2[CH2:15][CH2:14][C:13]([CH3:17])([CH3:16])[CH2:12][CH:11]=2)[C:7]([NH:18][C:19]([C:21]2[NH:22][C:23]([C:26]#[N:27])=[CH:24][N:25]=2)=[O:20])=[CH:6][CH:5]=1)(=[O:3])[CH3:2].[NH2:28][CH2:29][CH2:30]O>>[CH3:16][C:13]1([CH3:17])[CH2:14][CH2:15][C:10]([C:8]2[C:7]([NH:18][C:19]([C:21]3[NH:25][CH:24]=[C:23]([C:26]#[N:27])[N:22]=3)=[O:20])=[CH:6][CH:5]=[C:4]([C:1]3([CH3:2])[NH:28][CH2:29][CH2:30][O:3]3)[N:9]=2)=[CH:11][CH2:12]1. Procedure: The title compound is prepared from 5-cyano-1H-imidazole-2-carboxylic acid [6-acetyl-2-(4,4-dimethyl-cyclohex-1-enyl)-pyridin-3-yl]-amide (as prepared in the previous step) and 2-aminoethanol according to the procedure in Example 1, step (h). The reactants are C1CCOC1, CO, O=Cc1cnc2cc(NC(=O)OCc3ccccc3)ccc2c1, Cl, O. Yields the product O=C(Nc1ccc2cc(CO)cnc2c1)OCc1ccccc1. As a reaction SMILES: [CH2:24]1[O:25][CH2:26][CH2:27][CH2:28]1.[CH3:29][OH:30].[CH:1](=[O:2])[c:3]1[cH:4][n:5][c:6]2[cH:7][c:8]([NH:13][C:14]([O:15][CH2:16][c:17]3[cH:18][cH:19][cH:20][cH:21][cH:22]3)=[O:23])[cH:9][cH:10][c:11]2[cH:12]1.[ClH:31].[OH2:32]>>[CH2:1]([OH:2])[c:3]1[cH:4][n:5][c:6]2[cH:7][c:8]([NH:13][C:14]([O:15][CH2:16][c:17]3[cH:18][cH:19][cH:20][cH:21][cH:22]3)=[O:23])[cH:9][cH:10][c:11]2[cH:12]1.